This data is from the Open Reaction Database (ORD), a public repository of structured organic reaction records. The task is: describe an organic reaction: reactants, conditions, products, and yield Product: C(#N)C(C(=O)NC1=CC=CC=C1)C=O (2-cyano-3-oxo-N-phenyl-propanamide). Reported procedure: 3-[1-(3-amino-phenyl)-1,4-dihydro-[1]-benzothiopyrano[4,3-c]pyrazol-3-yl]-2-cyano-3-oxo-N-phenyl-propanamide (1.9 g) dissolved in dimethylformamide (25 ml) is reacted with acetic anhydride (5 ml) in the presence of pyridine (5 ml) at room temperature for 20 hours. The reaction mixture is diluted with ice water and the precipitate is filtered and washed with water: crystallization from dimethylformamide-ethanol gives 1.6 g of 3-[1-(3-acetylamino-)phenyl)-1,4-dihydro-[1]-benzothiopyrano[4,3-c]pyra... The reactants are C(C)(=O)OC(C)=O (acetic anhydride), N1=CC=CC=C1 (pyridine), NC=1C=C(C=CC1)N1N=C(C2=C1C1=C(SC2)C=CC=C1)C(C(C(=O)NC1=CC=CC=C1)C#N)=O (3-[1-(3-amino-phenyl)-1,4-dihydro-[1]-benzothiopyrano[4,3-c]pyrazol-3-yl]-2-cyano-3-oxo-N-phenyl-propanamide). Reaction SMILES: NC1C=C(N2C3C4C=CC=CC=4SCC=3C([C:21](=[O:34])[CH:22]([C:32]#[N:33])[C:23]([NH:25][C:26]3[CH:31]=[CH:30][CH:29]=[CH:28][CH:27]=3)=[O:24])=N2)C=CC=1.C(OC(=O)C)(=O)C.N1C=CC=CC=1>CN(C)C=O>[C:32]([CH:22]([CH:21]=[O:34])[C:23]([NH:25][C:26]1[CH:27]=[CH:28][CH:29]=[CH:30][CH:31]=1)=[O:24])#[N:33]. Run in ice water, CN(C=O)C (dimethylformamide). The reactants are C(\C=C/C(=O)O)(=O)O (maleic acid), CNC (dimethylamine), FC1=CC=C(CC2=CC(=NN2CC2=NC(=NO2)C(=O)OCC)C2=CC=NC=C2)C=C1 (ethyl 5-{[5-(4-fluorobenzyl)-3-pyridin-4-yl-1H-pyrazol-1-yl]methyl}-1,2,4-oxadiazole-3-carboxylate). Run at time 8 hour. Procedure: To a suspension of ethyl 5-{[5-(4-fluorobenzyl)-3-pyridin-4-yl-1H-pyrazol-1-yl]methyl}-1,2,4-oxadiazole-3-carboxylate (73 mg, 0.18 mmol) in EtOH (3 ml) was added dimethylamine (2 M in MeOH, 4 mL) and the mixture was stirred overnight at room temperature. The solvent was removed and the residue was purified by flash chromatography (2:98 MeOH/CH2Cl2) to give a clear oil. This was taken up in EtOAc (5 ml) and a solution of maleic acid (15 mg, 0.13 mmol) in EtOAc (2 mL) was added to the solution. Th... The solvent is CCOC(=O)C (EtOAc), CCOC(=O)C (EtOAc), CCO (EtOH). Reaction SMILES: [F:1][C:2]1[CH:30]=[CH:29][C:5]([CH2:6][C:7]2[N:11]([CH2:12][C:13]3[O:17][N:16]=[C:15]([C:18]([O:20]CC)=O)[N:14]=3)[N:10]=[C:9]([C:23]3[CH:28]=[CH:27][N:26]=[CH:25][CH:24]=3)[CH:8]=2)=[CH:4][CH:3]=1.[CH3:31][NH:32][CH3:33].C(O)(=O)/C=C\C(O)=O>CCO.CCOC(C)=O>[F:1][C:2]1[CH:30]=[CH:29][C:5]([CH2:6][C:7]2[N:11]([CH2:12][C:13]3[O:17][N:16]=[C:15]([C:18]([N:32]([CH3:33])[CH3:31])=[O:20])[N:14]=3)[N:10]=[C:9]([C:23]3[CH:24]=[CH:25][N:26]=[CH:27][CH:28]=3)[CH:8]=2)=[CH:4][CH:3]=1. Product: FC1=CC=C(CC2=CC(=NN2CC2=NC(=NO2)C(=O)N(C)C)C2=CC=NC=C2)C=C1 (5-{[5-(4-fluorobenzyl)-3-pyridin-4-yl-1H-pyrazol-1-yl]methyl}-N,N-dimethyl-1,2,4-oxadiazole-3-carboxamide). Isolated yield 89.0%. Reactants: CC(C#N)C (2-methylpropionitrile), C(C(=C)C)(=O)O (methacrylic acid), OC12CC3(CC(CC(C1)C3)C2)C=C(C(=O)[O-])C (3-hydroxy-1 adamantylmethacrylate), C1=CC=CC2=CC3=CC=CC=C3C(=C12)COC(C(=C)C)=O (9-anthrylmethylmethacrylate). Solvent: O1CCCC1 (tetrahydrofuran). The product is C=CC(=O)OC12CC3CC(C1)CC(C3)(C2)O (HADMA). As a reaction SMILES: [C:1]([OH:6])(=[O:5])[C:2](C)=[CH2:3].[OH:7][C:8]12[CH2:17][CH:12]3[CH2:13][CH:14]([CH2:16][C:10](C=C(C)C([O-])=O)([CH2:11]3)[CH2:9]1)[CH2:15]2.C1C2C(=CC3C(C=2COC(=O)C(C)=C)=CC=CC=3)C=CC=1.CC(C)C#N>O1CCCC1>[CH2:3]=[CH:2][C:1]([O:6][C:10]12[CH2:9][C:8]3([OH:7])[CH2:17][CH:12]([CH2:13][CH:14]([CH2:15]3)[CH2:16]1)[CH2:11]2)=[O:5]. Procedure details: To a mixture of methacrylic acid (0.775 g, 9 mmol), 3-hydroxy-1 adamantylmethacrylate (1.42 g, 6 mmol), 9-anthrylmethylmethacrylate (1.38 g, 5 mmol) in 20 mL of tetrahydrofuran (THF) was added 2,2′-azobis(2-methylpropionitrile (0.24 g, 1.5 mmol). The resulting solution was purged by nitrogen for 30 minutes before it was heats to 72° C. for 18 hours under nitrogen. The solution was then cooled to room temperature and added drop-wise into 400 mL of de-ionized water. The solid was filtered with a f... Reactants: ClC1=CC=C(OCC2=NC3=C(N2CCCC2CN(CCC2)C(=O)OC(C)(C)C)C=CC=C3O)C=C1 ((RS) 2-(4-chlorophenoxymethyl)-4-hydroxy-1-[3-[1-(t-butoxycarbonyl)piperidin-3-yl]propyl]benzimidazole), [H-].[Na+] (sodium hydride), C(CC)Br (propyl bromide). The solvent is CN(C=O)C (N,N-dimethylformamide). The product is ClC1=CC=C(OCC2=NC3=C(N2CCCC2CN(CCC2)C(=O)OC(C)(C)C)C=CC=C3OCCCC3CCN(CC3)C(=O)OC(C)(C)C)C=C1 ((RS) 2-(4-chlorophenoxymethyl)-4-[3-[1-(t-butoxycarbonyl)piperidin-4-yl]propoxy]-1-[3-[1-(t-butoxycarbonyl)piperidin-3-yl]propyl]-benzimidazole). Reaction SMILES: [Cl:1][C:2]1[CH:35]=[CH:34][C:5]([O:6][CH2:7][C:8]2[N:12]([CH2:13][CH2:14][CH2:15][CH:16]3[CH2:21][CH2:20][CH2:19][N:18]([C:22]([O:24][C:25]([CH3:28])([CH3:27])[CH3:26])=[O:23])[CH2:17]3)[C:11]3[CH:29]=[CH:30][CH:31]=[C:32]([OH:33])[C:10]=3[N:9]=2)=[CH:4][CH:3]=1.[H-].[Na+].[CH2:38](Br)[CH2:39][CH3:40]>CN(C)C=O>[Cl:1][C:2]1[CH:3]=[CH:4][C:5]([O:6][CH2:7][C:8]2[N:12]([CH2:13][CH2:14][CH2:15][CH:16]3[CH2:21][CH2:20][CH2:19][N:18]([C:22]([O:24][C:25]([CH3:28])([CH3:27])[CH3:26])=[O:23])[CH2:17]3)[C:11]3[CH:29]=[CH:30][CH:31]=[C:32]([O:33][CH2:40][CH2:39][CH2:38][CH:21]4[CH2:20][CH2:19][N:18]([C:22]([O:24][C:25]([CH3:28])([CH3:27])[CH3:26])=[O:23])[CH2:17][CH2:16]4)[C:10]=3[N:9]=2)=[CH:34][CH:35]=1 |f:1.2|. Procedure: A solution of (RS) 2-(4-chlorophenoxymethyl)-4-hydroxy-1-[3-[1-(t-butoxycarbonyl)piperidin-3-yl]propyl]benzimidazole (75 mg, 0.15 mmol, 1.0 eq) in dry N,N-dimethylformamide (1.0 ml) was treated with sodium hydride (60% in oil, 7.5 mg, 0.18 mmol, 1.20 eq). The resulting mixture was stirred at room temperature for thirty minutes, after which time 3-[1-(t-butoxycarbonyl)piperidin-4-yl)]propyl bromide (0.18 mmol, 1.2 eq) was added. The resulting mixture was stirred for three hours at 70° C. The reac... The reactants are COC(=O)CCCCCCCN(C(=O)c1ccc(OC)cc1)c1ccc(OC)cc1, CO, [Na+], [OH-]. The product is COc1ccc(C(=O)N(CCCCCCCC(=O)O)c2ccc(OC)cc2)cc1. As a reaction SMILES: [CH3:1][O:2][C:3]([CH2:4][CH2:5][CH2:6][CH2:7][CH2:8][CH2:9][CH2:10][N:11]([C:12]([c:13]1[cH:14][cH:15][c:16]([O:19][CH3:20])[cH:17][cH:18]1)=[O:21])[c:22]1[cH:23][cH:24][c:25]([O:28][CH3:29])[cH:26][cH:27]1)=[O:30].[CH3:33][OH:34].[Na+:32].[OH-:31]>>[O:2]=[C:3]([CH2:4][CH2:5][CH2:6][CH2:7][CH2:8][CH2:9][CH2:10][N:11]([C:12]([c:13]1[cH:14][cH:15][c:16]([O:19][CH3:20])[cH:17][cH:18]1)=[O:21])[c:22]1[cH:23][cH:24][c:25]([O:28][CH3:29])[cH:26][cH:27]1)[OH:30].